This data is from the Open Reaction Database (ORD), a public repository of structured organic reaction records. The task is: describe an organic reaction: reactants, conditions, products, and yield Reactants: N#CCC(=O)Nc1ccccc1, CC(C)(C)[O-], CN(C)C=O, [K+], O, O=C(O)c1ccc[nH]1, CCOP(=O)(C#N)OCC. Product: N#CC(C(=O)Nc1ccccc1)C(=O)c1ccc[nH]1. Reaction SMILES: [C:1](#[N:2])[CH2:3][C:4](=[O:5])[NH:6][c:7]1[cH:8][cH:9][cH:10][cH:11][cH:12]1.[CH3:13][C:14]([CH3:15])([O-:16])[CH3:17].[CH3:37][N:38]([CH3:39])[CH:40]=[O:41].[K+:18].[OH2:42].[OH:19][C:20](=[O:21])[c:22]1[cH:23][cH:24][cH:25][nH:26]1.[P:27]([C:28]#[N:29])(=[O:30])([O:31][CH2:32][CH3:33])[O:34][CH2:35][CH3:36]>>[C:1](#[N:2])[CH:3]([C:4](=[O:5])[NH:6][c:7]1[cH:8][cH:9][cH:10][cH:11][cH:12]1)[C:20](=[O:19])[c:22]1[cH:23][cH:24][cH:25][nH:26]1. Reactants: F[B-](F)(F)F, CC[O+](CC)CC, CCCOc1ccc(Cl)cc1C(N)=O. Yields the product F[B-](F)(F)F, CCCOc1ccc(Cl)cc1C(=N)OCC. Reaction SMILES: [B-:15]([F:16])([F:17])([F:18])[F:19].[CH2:20]([CH3:21])[O+:22]([CH2:23][CH3:24])[CH2:25][CH3:26].[Cl:1][c:2]1[cH:3][cH:4][c:5]([O:11][CH2:12][CH2:13][CH3:14])[c:6]([C:7](=[O:8])[NH2:9])[cH:10]1>>[B-:15]([F:16])([F:17])([F:18])[F:19].[Cl:1][c:2]1[cH:3][cH:4][c:5]([O:11][CH2:12][CH2:13][CH3:14])[c:6]([C:7]([O:8][CH2:20][CH3:21])=[NH:9])[cH:10]1. Reactants: ClC=1N=C2C(=C(C=NC2=CC1)C(=O)C1CCC1)NC1CCC(CC1)CN(C)C ((6-chloro-4-((4-((dimethylamino)methyl)cyclohexyl)amino)-1,5-naphthyridin-3-yl)(cyclobutyl)methanone), ClC1=C(C(=CC(=C1)B1OC(C(O1)(C)C)(C)C)F)O (2-chloro-6-fluoro-4-(4,4,5,5-tetramethyl-1,3,2-dioxaborolan-2-yl)phenol). Product: ClC=1C=C(C=C(C1O)F)C=1N=C2C(=C(C=NC2=CC1)C(=O)C1CCC1)NC1CCC(CC1)CN(C)C ((6-(3-chloro-5-fluoro-4-hydroxyphenyl)-4-((4-((dimethylamino)methyl)cyclohexyl)amino)-1,5-naphthyridin-3-yl)(cyclobutyl)methanone). The yield is 88.1%. As a reaction SMILES: Cl[C:2]1[N:3]=[C:4]2[C:9](=[CH:10][CH:11]=1)[N:8]=[CH:7][C:6]([C:12]([CH:14]1[CH2:17][CH2:16][CH2:15]1)=[O:13])=[C:5]2[NH:18][CH:19]1[CH2:24][CH2:23][CH:22]([CH2:25][N:26]([CH3:28])[CH3:27])[CH2:21][CH2:20]1.[Cl:29][C:30]1[CH:35]=[C:34](B2OC(C)(C)C(C)(C)O2)[CH:33]=[C:32]([F:45])[C:31]=1[OH:46]>>[Cl:29][C:30]1[CH:35]=[C:34]([C:2]2[N:3]=[C:4]3[C:9](=[CH:10][CH:11]=2)[N:8]=[CH:7][C:6]([C:12]([CH:14]2[CH2:15][CH2:16][CH2:17]2)=[O:13])=[C:5]3[NH:18][CH:19]2[CH2:20][CH2:21][CH:22]([CH2:25][N:26]([CH3:27])[CH3:28])[CH2:23][CH2:24]2)[CH:33]=[C:32]([F:45])[C:31]=1[OH:46]. Reported procedure: Following general procedure II, (6-chloro-4-((4-((dimethylamino)methyl)cyclohexyl)amino)-1,5-naphthyridin-3-yl)(cyclobutyl)methanone (65 mg, 0.16 mmol) was reacted with 2-chloro-6-fluoro-4-(4,4,5,5-tetramethyl-1,3,2-dioxaborolan-2-yl)phenol (65 mg, 0.24 mmol) to afford the desired product (72 mg, 77%) as light yellow solid: 1H NMR (500 MHz, CD3OD) δ 8.93 (s, 1H), 8.44 (d, J=9.0 Hz, 1H), 8.33 (d, J=9.0 Hz, 1H), 8.02 (s, 1H), 7.88 (dd, J=11.5, 2.0 Hz, 1H), 5.74-5.64 (m, 1H), 4.29-4.19 (m, 1H), 3.1... Starting materials: O=C([O-])O, CC(=O)OC(C)=O, [Na+], O=C(C1=COc2cc(O)ccc2O1)N1CCN(C(c2ccc(F)cc2)c2ccc(F)cc2)CC1, c1ccncc1. The product is CC(=O)Oc1ccc2c(c1)OC=C(C(=O)N1CCN(C(c3ccc(F)cc3)c3ccc(F)cc3)CC1)O2. RXN SMILES: [C:42](=[O:43])([O-:44])[OH:45].[CH3:35][C:36](=[O:37])[O:38][C:39](=[O:40])[CH3:41].[Na+:46].[OH:1][c:2]1[cH:3][c:4]2[c:5]([cH:33][cH:34]1)[O:6][C:7]([C:10](=[O:11])[N:12]1[CH2:13][CH2:14][N:15]([CH:18]([c:19]3[cH:20][cH:21][c:22]([F:25])[cH:23][cH:24]3)[c:26]3[cH:27][cH:28][c:29]([F:32])[cH:30][cH:31]3)[CH2:16][CH2:17]1)=[CH:8][O:9]2.[cH:47]1[cH:48][cH:49][n:50][cH:51][cH:52]1>>[O:1]([c:2]1[cH:3][c:4]2[c:5]([cH:33][cH:34]1)[O:6][C:7]([C:10](=[O:11])[N:12]1[CH2:13][CH2:14][N:15]([CH:18]([c:19]3[cH:20][cH:21][c:22]([F:25])[cH:23][cH:24]3)[c:26]3[cH:27][cH:28][c:29]([F:32])[cH:30][cH:31]3)[CH2:16][CH2:17]1)=[CH:8][O:9]2)[C:36]([CH3:35])=[O:37]. The reactants are S(=O)(Cl)Cl (thionyl chloride), S1C(=NC2=C1C=CC=C2)C(C)O (1-(2-benzothiazolyl)ethanol). The solvent is C(Cl)Cl (methylene chloride). Run at time 1 hour. Product: S1C(=NC2=C1C=CC=C2)C(C)Cl (1-(2-Benzothiazolyl)ethyl chloride). RXN SMILES: [S:1]1[C:5]2[CH:6]=[CH:7][CH:8]=[CH:9][C:4]=2[N:3]=[C:2]1[CH:10](O)[CH3:11].S(Cl)([Cl:15])=O>C(Cl)Cl>[S:1]1[C:5]2[CH:6]=[CH:7][CH:8]=[CH:9][C:4]=2[N:3]=[C:2]1[CH:10]([Cl:15])[CH3:11]. Reported procedure: To a solution of 1-(2-benzothiazolyl)ethanol (2.5 g) prepared according to J. Indian Chem. Soc., 566 (1974) in methylene chloride (50 ml) was added thionyl chloride (3.32 g) and the resulting solution stirred at room temperature for 1 hour. The solution was poured onto ice-water (100 ml) and the organic extract separated. This extract was washed with aqueous bicarbonate (10 ml of a 5% solution) and then with water (50 ml). The methylene chloride layer was dried over anhydrous magnesium sulfate a... Starting materials: Cc1ccccc1, CCCc1c(Cc2ccc(-c3ccccc3C#N)cc2F)c(=O)n(C2CCC(=O)CC2)c2ncnn12, OC1COCC1O, O, Cc1ccc(S(=O)(=O)O)cc1. Yields the product CCCc1c(Cc2ccc(-c3ccccc3C#N)cc2F)c(=O)n(C2CCC3(CC2)OC2COCC2O3)c2ncnn12. Reaction SMILES: [CH3:56][c:57]1[cH:58][cH:59][cH:60][cH:61][cH:62]1.[F:1][c:2]1[cH:3][c:4](-[c:29]2[c:30]([C:35]#[N:36])[cH:31][cH:32][cH:33][cH:34]2)[cH:5][cH:6][c:7]1[CH2:8][c:9]1[c:10](=[O:28])[n:11]([CH:21]2[CH2:22][CH2:23][C:24](=[O:27])[CH2:25][CH2:26]2)[c:12]2[n:13]([c:14]1[CH2:15][CH2:16][CH3:17])[n:18][cH:19][n:20]2.[O:37]1[CH2:38][CH:39]([OH:43])[CH:40]([OH:42])[CH2:41]1.[OH2:44].[c:45]1([CH3:46])[cH:47][cH:48][c:49]([S:50]([OH:51])(=[O:52])=[O:53])[cH:54][cH:55]1>>[F:1][c:2]1[cH:3][c:4](-[c:29]2[c:30]([C:35]#[N:36])[cH:31][cH:32][cH:33][cH:34]2)[cH:5][cH:6][c:7]1[CH2:8][c:9]1[c:10](=[O:28])[n:11]([CH:21]2[CH2:22][CH2:23][C:24]3([CH2:25][CH2:26]2)[O:27][CH:40]2[CH:39]([CH2:38][O:37][CH2:41]2)[O:43]3)[c:12]2[n:13]([c:14]1[CH2:15][CH2:16][CH3:17])[n:18][cH:19][n:20]2. Reactants: C(C)(C)(C)OC(=O)N[C@@H]1CN(C[C@@H]([C@@H]1NC(=O)OC)C)C1=C(C=NC=C1)N(C(=O)OC(C)(C)C)C(=O)OC(C)(C)C (di-tert-butyl (4-{(3R,4S,5S)-3-[(tert-butoxycarbonyl)amino]-4-[(methoxycarbonyl)amino]-5-methylpiperidin-1-yl}pyridin-3-yl)imidodicarbonate), Cl (HCl), O1CCOCC1 (dioxane), CCN(C(C)C)C(C)C (DIPEA), C(C)(C)(C)OC(=O)ON1C(CCC1=O)=O (1-[(tert-butoxycarbonyl)oxy]pyrrolidine-2,5-dione). Reaction conditions: time 1 hour. Yields the product NC=1C=NC=CC1N1C[C@H]([C@H]([C@H](C1)C)NC(OC)=O)NC(OC(C)(C)C)=O (tert-Butyl methyl [(3R,4S,5S)-1-(3-aminopyridin-4-yl)-5-methylpiperidine-3,4-diyl]biscarbamate). The yield is 76.0%. RXN SMILES: [C:1]([O:5][C:6]([NH:8][C@H:9]1[C@@H:14]([NH:15][C:16]([O:18][CH3:19])=[O:17])[C@@H:13]([CH3:20])[CH2:12][N:11]([C:21]2[CH:26]=[CH:25][N:24]=[CH:23][C:22]=2[N:27](C(OC(C)(C)C)=O)C(OC(C)(C)C)=O)[CH2:10]1)=[O:7])([CH3:4])([CH3:3])[CH3:2].Cl.O1CCOCC1.CCN(C(C)C)C(C)C.C(OC(ON1C(=O)CCC1=O)=O)(C)(C)C>>[NH2:27][C:22]1[CH:23]=[N:24][CH:25]=[CH:26][C:21]=1[N:11]1[CH2:12][C@H:13]([CH3:20])[C@H:14]([NH:15][C:16](=[O:17])[O:18][CH3:19])[C@H:9]([NH:8][C:6](=[O:7])[O:5][C:1]([CH3:4])([CH3:3])[CH3:2])[CH2:10]1. Reported procedure: A mixture of di-tert-butyl (4-{(3R,4S,5S)-3-[(tert-butoxycarbonyl)amino]-4-[(methoxycarbonyl)amino]-5-methylpiperidin-1-yl}pyridin-3-yl)imidodicarbonate (1.41 g, 2.43 mmol) and 4.0 M HCl in dioxane (40.0 mL, 1.60E2 mmol) was stirred at room temperature for 1 h. The reaction mixture was concentrated under reduced pressure and the solid was dried under high vacuum for 10 min. DCM (25.0 mL) was added to the residue, followed by DIPEA (1.94 g, 15.0 mmol) and 1-[(tert-butoxycarbonyl)oxy]pyrrolidine-2... Reactants: O=C([O-])[O-], CCOC(=O)C(NC(=O)CCl)C(=O)OCC, CC(=O)O, CC(C)=O, [Cl-], Cl, [K+], [K+], O=N[O-], Nc1ccc([N+](=O)[O-])cc1C(=O)c1ccccc1, [Na+], [Na+], O, c1ccccc1. Yields the product CCOC(=O)C(N=Nc1ccc([N+](=O)[O-])cc1C(=O)c1ccccc1)(NC(=O)CCl)C(=O)OCC. Reaction SMILES: [C:39](=[O:40])([O-:41])[O-:42].[CH2:23]([CH3:24])[O:25][C:26]([CH:27]([C:28](=[O:29])[O:30][CH2:31][CH3:32])[NH:33][C:34]([CH2:35][Cl:36])=[O:37])=[O:38].[CH3:47][C:48](=[O:49])[OH:50].[CH3:52][C:53](=[O:54])[CH3:55].[Cl-:46].[ClH:51].[K+:43].[K+:44].[N:19]([O-:20])=[O:21].[NH2:1][c:2]1[c:3]([C:4](=[O:5])[c:6]2[cH:7][cH:8][cH:9][cH:10][cH:11]2)[cH:12][c:13]([N+:16](=[O:17])[O-:18])[cH:14][cH:15]1.[Na+:22].[Na+:45].[OH2:56].[cH:57]1[cH:58][cH:59][cH:60][cH:61][cH:62]1>>[N:1]([c:2]1[c:3]([C:4](=[O:5])[c:6]2[cH:7][cH:8][cH:9][cH:10][cH:11]2)[cH:12][c:13]([N+:16](=[O:17])[O-:18])[cH:14][cH:15]1)=[N:19][C:27]([C:26]([O:25][CH2:23][CH3:24])=[O:38])([C:28](=[O:29])[O:30][CH2:31][CH3:32])[NH:33][C:34]([CH2:35][Cl:36])=[O:37]. The reactants are O=C(n1ccnc1)n1ccnc1, C1CCC2=NCCCN2CC1, C1CCOC1, CN(C)S(N)(=O)=O, COc1ccc2c(c1)C=C(c1ccsc1C(=O)N1CCOCC1)Cn1c-2c(C2CCCCC2)c2ccc(C(=O)O)cc21. Product: COc1ccc2c(c1)C=C(c1ccsc1C(=O)N1CCOCC1)Cn1c-2c(C2CCCCC2)c2ccc(C(=O)NS(=O)(=O)N(C)C)cc21. As a reaction SMILES: [C:43]([n:44]1[cH:45][cH:46][n:47][cH:48]1)([n:49]1[cH:50][cH:51][n:52][cH:53]1)=[O:54].[CH2:62]1[CH2:63][CH2:64][C:65]2=[N:70][CH2:69][CH2:68][CH2:67][N:66]2[CH2:71][CH2:72]1.[CH2:73]1[O:74][CH2:75][CH2:76][CH2:77]1.[CH3:55][N:56]([S:57](=[O:58])(=[O:59])[NH2:60])[CH3:61].[CH:1]1([c:7]2[c:8]3[cH:9][cH:10][c:11]([C:40](=[O:41])[OH:42])[cH:12][c:13]3[n:14]3[c:15]2-[c:16]2[c:17]([cH:34][c:35]([O:38][CH3:39])[cH:36][cH:37]2)[CH:18]=[C:19]([c:21]2[c:22]([C:26](=[O:27])[N:28]4[CH2:29][CH2:30][O:31][CH2:32][CH2:33]4)[s:23][cH:24][cH:25]2)[CH2:20]3)[CH2:2][CH2:3][CH2:4][CH2:5][CH2:6]1>>[CH:1]1([c:7]2[c:8]3[cH:9][cH:10][c:11]([C:40](=[O:41])[NH:60][S:57]([N:56]([CH3:55])[CH3:61])(=[O:58])=[O:59])[cH:12][c:13]3[n:14]3[c:15]2-[c:16]2[c:17]([cH:34][c:35]([O:38][CH3:39])[cH:36][cH:37]2)[CH:18]=[C:19]([c:21]2[c:22]([C:26](=[O:27])[N:28]4[CH2:29][CH2:30][O:31][CH2:32][CH2:33]4)[s:23][cH:24][cH:25]2)[CH2:20]3)[CH2:2][CH2:3][CH2:4][CH2:5][CH2:6]1. Reactants: O.NN (hydrazine hydrate), [OH-].[Na+] (NaOH), Cl.CN(CCC(=O)C1=CC=CC=C1)C (3-dimethylamino-1-phenyl-propan-1-one hydrochloride). Solvent: CO (MeOH), CO (MeOH). Reaction conditions: temperature 50 celsius. Product: C1(=CC=CC=C1)C1=NNCC1 (3-Phenyl-4,5-dihydro-1H-pyrazole). RXN SMILES: Cl.C[N:3](C)[CH2:4][CH2:5][C:6]([C:8]1[CH:13]=[CH:12][CH:11]=[CH:10][CH:9]=1)=O.O.[NH2:16]N.[OH-].[Na+]>CO>[C:8]1([C:6]2[CH2:5][CH2:4][NH:3][N:16]=2)[CH:13]=[CH:12][CH:11]=[CH:10][CH:9]=1 |f:0.1,2.3,4.5|. Procedure details: Under N2 atmosphere, 3-dimethylamino-1-phenyl-propan-1-one hydrochloride (37.2 g) was dissolved in warm MeOH (75 mL), and slowly added to a solution of hydrazine hydrate (23 mL) and 50% aqueous NaOH (12 mL) in MeOH (30 mL) stirred at 50° C. The mixture was refluxed for 2 hours and evaporated under reduced pressure. Ice water was added to the residue and after stirring for 5 minutes the formed solid was filtered off. The residue was taken up in Et2O, dried over Na2SO4, and evaporated to dryness u...